The task is: describe an organic reaction: reactants, conditions, products, and yield. This data is from the Open Reaction Database (ORD), a public repository of structured organic reaction records. Starting materials: NC1=CC=C(C=C1)S(=O)(=O)NC1=NC(=NC(=C1)Cl)N (4-amino-N-(2-amino-6-chloropyrimidin-4-yl)-benzenesufonamide), C(C)N (ethylamine). The solvent is C(C)O (ethanol), C(C)O (ethanol). Conditions: temperature 130 celsius, time 4 hour. The product is NC1=CC=C(C=C1)S(=O)(=O)NC1=NC(=NC(=C1)NCC)N (4-amino-N-(2-amino-6-ethylamino-pyrimidin-4-yl)-benzenesulfonamide). Isolated yield 52.6%. Reaction SMILES: [NH2:1][C:2]1[CH:7]=[CH:6][C:5]([S:8]([NH:11][C:12]2[CH:17]=[C:16](Cl)[N:15]=[C:14]([NH2:19])[N:13]=2)(=[O:10])=[O:9])=[CH:4][CH:3]=1.[CH2:20]([NH2:22])[CH3:21]>C(O)C>[NH2:1][C:2]1[CH:7]=[CH:6][C:5]([S:8]([NH:11][C:12]2[CH:17]=[C:16]([NH:22][CH2:20][CH3:21])[N:15]=[C:14]([NH2:19])[N:13]=2)(=[O:10])=[O:9])=[CH:4][CH:3]=1. Procedure details: 0.50 g (0.00167 mol) of 4-amino-N-(2-amino-6-chloropyrimidin-4-yl)-benzenesufonamide and 11 ml (0.167 mol) of ethylamine were dissolved in 20 ml of ethanol and stirred in an autoclave at 130° C. for 4 hours. The reaction mixture was freed from solvent, the residue was suspended in 5 ml of ethanol and treated in an ultrasound bath for 15 minutes. The precipitate was filtered off, dissolved 10 ml of 0.1N NaOH and filtered. The filtrate was adjusted to pH 6 with 0.1N HCl. The precipitate was filter... The reactants are Oc1ccc(Br)nc1, CC(C)(C)OC(=O)N1CCC(CO)CC1, C1CCOC1, CC(C)OC(=O)N=NC(=O)OC(C)C, c1ccc(P(c2ccccc2)c2ccccc2)cc1. Yields the product CC(C)(C)OC(=O)N1CCC(COc2ccc(Br)nc2)CC1. RXN SMILES: [Br:1][c:2]1[n:3][cH:4][c:5]([OH:8])[cH:6][cH:7]1.[C:9](=[O:10])([O:11][C:12]([CH3:13])([CH3:14])[CH3:15])[N:16]1[CH2:17][CH2:18][CH:19]([CH2:22][OH:23])[CH2:20][CH2:21]1.[CH2:57]1[O:58][CH2:59][CH2:60][CH2:61]1.[O:43]=[C:44]([O:45][CH:46]([CH3:47])[CH3:48])[N:49]=[N:50][C:51]([O:52][CH:53]([CH3:54])[CH3:55])=[O:56].[c:24]1([P:25]([c:26]2[cH:27][cH:28][cH:29][cH:30][cH:31]2)[c:32]2[cH:33][cH:34][cH:35][cH:36][cH:37]2)[cH:38][cH:39][cH:40][cH:41][cH:42]1>>[Br:1][c:2]1[n:3][cH:4][c:5]([O:8][CH2:22][CH:19]2[CH2:18][CH2:17][N:16]([C:9](=[O:10])[O:11][C:12]([CH3:13])([CH3:14])[CH3:15])[CH2:21][CH2:20]2)[cH:6][cH:7]1.